Dataset: the Open Reaction Database (ORD), a public repository of structured organic reaction records. Task: describe an organic reaction: reactants, conditions, products, and yield The reactants are C(C)(C)(C)OC(N(C)CCCCN)=O ((4-amino-butyl)-methyl-carbamic acid tert-butyl ester), CC=1C(=NC=CC1)C=O (3-methyl-pyridine-2-carbaldehyde), [BH-](OC(=O)C)(OC(=O)C)OC(=O)C.[Na+] (NaBH(OAc)3). Run in C(Cl)Cl (CH2Cl2). Product: C(C)(C)(C)OC(N(C)CCCCN(CC1=NC=CC=C1C)CC1=NC=CC=C1C)=O ({4-[bis-(3-methyl-pyridin-2-ylmethyl)-amino]-butyl}-methyl-carbamic acid tert-butyl ester). RXN SMILES: [C:1]([O:5][C:6](=[O:14])[N:7]([CH2:9][CH2:10][CH2:11][CH2:12][NH2:13])[CH3:8])([CH3:4])([CH3:3])[CH3:2].[CH3:15][C:16]1[C:17]([CH:22]=O)=[N:18][CH:19]=[CH:20][CH:21]=1.[BH-](O[C:34]([CH3:36])=O)(OC(C)=O)OC(C)=O.[Na+]>C(Cl)Cl>[C:1]([O:5][C:6](=[O:14])[N:7]([CH2:9][CH2:10][CH2:11][CH2:12][N:13]([CH2:20][C:19]1[C:34]([CH3:36])=[CH:15][CH:16]=[CH:17][N:18]=1)[CH2:22][C:17]1[C:16]([CH3:15])=[CH:21][CH:20]=[CH:19][N:18]=1)[CH3:8])([CH3:4])([CH3:2])[CH3:3] |f:2.3|. Procedure: Using General Procedure B: Reaction of (4-amino-butyl)-methyl-carbamic acid tert-butyl ester, 3-methyl-pyridine-2-carbaldehyde and NaBH(OAc)3 in CH2Cl2 gave {4-[bis-(3-methyl-pyridin-2-ylmethyl)-amino]-butyl}-methyl-carbamic acid tert-butyl ester as yellow solid. 1H NMR (CDCl3) δ 1.23-1.33 (m, 2H), 1.39-1.42 (m, 11H), 2.14 (s, 6H), 2.52 (t, 2H, J=7.0 Hz), 2.72 (s, 3H), 3.00-3.06 (m, 2H), 3.73 (s, 4H), 7.09 (dd, 2H, J=7.5, 4.9 Hz), 7.39 (d, 2H, J=7.4 Hz), 8.36 (d, 2H, J=4.1 Hz). Starting materials: CC(O)C1=CCC2C3=CC=C4CC(O[Si](C)(C)C(C)(C)C)CC(O[Si](C)(C)C(C)(C)C)C4(C)C3CCC12C, C[N+]1([O-])CCOCC1, ClCCl. The product is CC(=O)C1=CCC2C3=CC=C4CC(O[Si](C)(C)C(C)(C)C)CC(O[Si](C)(C)C(C)(C)C)C4(C)C3CCC12C. As a reaction SMILES: [C:1]([CH3:2])([CH3:3])([CH3:4])[Si:5]([O:6][CH:7]1[CH2:8][CH:9]([O:29][Si:30]([CH3:31])([CH3:32])[C:33]([CH3:34])([CH3:35])[CH3:36])[CH2:10][C:11]2=[CH:12][CH:13]=[C:14]3[CH:15]4[CH2:16][CH:17]=[C:18]([CH:19]([CH3:20])[OH:21])[C:22]4([CH3:28])[CH2:23][CH2:24][CH:25]3[C:26]12[CH3:27])([CH3:37])[CH3:38].[CH3:39][N+:40]1([O-:41])[CH2:42][CH2:43][O:44][CH2:45][CH2:46]1.[Cl:47][CH2:48][Cl:49]>>[C:1]([CH3:2])([CH3:3])([CH3:4])[Si:5]([O:6][CH:7]1[CH2:8][CH:9]([O:29][Si:30]([CH3:31])([CH3:32])[C:33]([CH3:34])([CH3:35])[CH3:36])[CH2:10][C:11]2=[CH:12][CH:13]=[C:14]3[CH:15]4[CH2:16][CH:17]=[C:18]([C:19]([CH3:20])=[O:21])[C:22]4([CH3:28])[CH2:23][CH2:24][CH:25]3[C:26]12[CH3:27])([CH3:37])[CH3:38].